Dataset: the Open Reaction Database (ORD), a public repository of structured organic reaction records. Task: describe an organic reaction: reactants, conditions, products, and yield The reactants are CP(OC)(OC)=O (dimethyl methylphosphonate), [Li]CCCC (n-BuLi), C(CCC)C1(CCC1)C(=O)OC (methyl 1-butylcyclobutanecarboxylate). Solvent: C1CCOC1 (THF), C1CCOC1 (THF). Conditions: time 15 minute. The product is C(CCC)C1(CCC1)C(CP(OC)(OC)=O)=O (dimethyl 2-(1-butylcyclobutyl)-2-oxoethylphosphonate). As a reaction SMILES: [CH3:1][P:2](=[O:7])([O:5][CH3:6])[O:3][CH3:4].[Li]CCCC.[CH2:13]([C:17]1([C:21](OC)=[O:22])[CH2:20][CH2:19][CH2:18]1)[CH2:14][CH2:15][CH3:16]>C1COCC1>[CH2:13]([C:17]1([C:21](=[O:22])[CH2:1][P:2](=[O:7])([O:5][CH3:6])[O:3][CH3:4])[CH2:20][CH2:19][CH2:18]1)[CH2:14][CH2:15][CH3:16]. Procedure details: To a solution of dimethyl methylphosphonate (1.46 g, 11.8 mmol) in anhydrous THF (25 mL) at −78° C. was added n-BuLi (7.4 mL, 1.6 M, 11.8 mmol) dropwise under Ar. The reaction was stirred for 15 minutes. A solution of methyl 1-butylcyclobutanecarboxylate (1.00 g, 5.87 mmol) in THF (5 mL) was added dropwise. The reaction mixture was stirred for 30 minutes at −78° C., after which it was allowed to warn to room temperature. The reaction was quenched with 5% HCl, extracted with CH2Cl2 (3×30 mL), the... Reactants: NC1=NC=Cc2ccccc2C1, COC(CN)OC, CO. The product is COC(CNC1=NC=Cc2ccccc2C1)OC. As a reaction SMILES: [CH2:1]1[C:2]([NH2:12])=[N:3][CH:4]=[CH:5][c:6]2[c:7]1[cH:8][cH:9][cH:10][cH:11]2.[CH3:13][O:14][CH:15]([CH2:16][NH2:17])[O:18][CH3:19].[CH3:20][OH:21]>>[CH2:1]1[C:2]([NH:12][CH2:16][CH:15]([O:14][CH3:13])[O:18][CH3:19])=[N:3][CH:4]=[CH:5][c:6]2[c:7]1[cH:8][cH:9][cH:10][cH:11]2. The reactants are CC1SC(C(=O)O)Cc2cc3c(cc2C1=O)OCO3, CCN=C=NCCCN(C)C, Cl, Nc1ccc(CN2CCOCC2)cc1, CN(C)C=O, O. Product: CC1SC(C(=O)Nc2ccc(CN3CCOCC3)cc2)Cc2cc3c(cc2C1=O)OCO3. Reaction SMILES: [CH2:1]1[O:2][c:3]2[cH:4][c:5]3[c:6]([cH:17][c:18]2[O:19]1)[CH2:7][CH:8]([C:14](=[O:15])[OH:16])[S:9][CH:10]([CH3:13])[C:11]3=[O:12].[CH2:35]([N:36]=[C:37]=[N:38][CH2:39][CH2:40][CH2:41][N:42]([CH3:43])[CH3:44])[CH3:45].[ClH:34].[NH2:20][c:21]1[cH:22][cH:23][c:24]([CH2:25][N:26]2[CH2:27][CH2:28][O:29][CH2:30][CH2:31]2)[cH:32][cH:33]1.[O:47]=[CH:48][N:49]([CH3:50])[CH3:51].[OH2:46]>>[CH2:1]1[O:2][c:3]2[cH:4][c:5]3[c:6]([cH:17][c:18]2[O:19]1)[CH2:7][CH:8]([C:14](=[O:16])[NH:20][c:21]1[cH:22][cH:23][c:24]([CH2:25][N:26]2[CH2:27][CH2:28][O:29][CH2:30][CH2:31]2)[cH:32][cH:33]1)[S:9][CH:10]([CH3:13])[C:11]3=[O:12]. The product is N1=CC(=CC=C1)OC1=C(C=C(C(=O)OC)C=C1)C(F)(F)F (Methyl 4-(3-pyridyloxy)-3-trifluoromethylbenzoate). The solvent is CN(C)C=O (DMF). Reaction SMILES: F[C:2]1[CH:11]=[CH:10][C:5]([C:6]([O:8][CH3:9])=[O:7])=[CH:4][C:3]=1[C:12]([F:15])([F:14])[F:13].[OH:16][C:17]1[CH:18]=[N:19][CH:20]=[CH:21][CH:22]=1.C([O-])([O-])=O.[K+].[K+].O>CN(C=O)C>[N:19]1[CH:20]=[CH:21][CH:22]=[C:17]([O:16][C:2]2[CH:11]=[CH:10][C:5]([C:6]([O:8][CH3:9])=[O:7])=[CH:4][C:3]=2[C:12]([F:15])([F:14])[F:13])[CH:18]=1 |f:2.3.4|. The reactants are O (water), FC1=C(C=C(C(=O)OC)C=C1)C(F)(F)F (methyl 4-fluoro-3-trifluoromethylbenzoate), OC=1C=NC=CC1 (3-hydroxypyridine), C(=O)([O-])[O-].[K+].[K+] (K2CO3). Procedure: 2 mmol of methyl 4-fluoro-3-trifluoromethylbenzoate, 2 mmol of 3-hydroxypyridine and 4 mmol of K2CO3 were stirred at 110° C. for 1.5 h in 15 ml of DMF (anhydrous). The mixture was then poured onto 100 ml of water and extracted 3 times using 50 ml of EA each time. It was dried over Na2SO4, the solvent was removed in vacuo and the product was reacted further without further purification. As a reaction SMILES: [C:1]1(C)[CH:6]=[CH:5][CH:4]=[CH:3][CH:2]=1.[NH2:8][C:9]1[CH:10]=[C:11]2[C:16](=[CH:17][CH:18]=1)[N:15]=[CH:14][CH:13]=[CH:12]2.[NH:19]1[C:23]2C=CC=C[C:22]=2[N:21]=[N:20]1.C(=O)C>CCCCCC>[N:19]1([CH:23]([NH:8][C:9]2[CH:10]=[C:11]3[C:16](=[CH:17][CH:18]=2)[N:15]=[CH:14][CH:13]=[CH:12]3)[CH3:22])[C:6]2[CH:5]=[CH:4][CH:3]=[CH:2][C:1]=2[N:21]=[N:20]1. Product: N1(N=NC2=C1C=CC=C2)C(C)NC=2C=C1C=CC=NC1=CC2 (N-[1-(1H-benzo[d][1,2,3]triazol-1-yl)ethyl]quinolin-6-amine). Reactants: C1(=CC=CC=C1)C (toluene), C(C)=O (acetoaldehyde), C1(=CC=CC=C1)C (toluene), NC=1C=C2C=CC=NC2=CC1 (6-aminoquinoline), C1(=CC=CC=C1)C (toluene), N1N=NC2=C1C=CC=C2 (benzotriazole). Solvent: CCCCCC (n-hexane). Procedure: [Step 1] 5 mL of a toluene suspension of 1.0 mg (3.5 mmol) of 6-aminoquinoline were added to 5 mL of a toluene suspension of 826 mg (3.5 mmol) of benzotriazole and stirred. 5 mL of a toluene solution containing 0.22 mL (3.8 mmol) of acetoaldehyde were dropped therein followed by stirring for 18 hours at room temperature. Following completion of the reaction, 15 mL of n-hexane were added followed by filtering out the solid. The solid was washed with n-hexane and dried under reduced pressure to ob... Procedure details: Isooctyl acrylate/acrylic acid (191.6 g, in a weight ratio of 98/2) pressure sensitive adhesive, as a 27 weight percent solution in ethyl acetate/heptane (2/3 weight ratio), was mixed with a 1.0 weight percent TTC as a solution in methanol (5.1 ml, AMRESCO, Solon, Ohio). This adhesive solution was initially colorless. Reactants: C(C=C)(=O)OCCCCCC(C)C.C(C=C)(=O)O (Isooctyl acrylate acrylic acid). Solvent: C(C)(=O)OCC.CCCCCCC (ethyl acetate heptane), CO (methanol). Reaction SMILES: [C:1]([O:5]CCCCCC(C)C)(=[O:4])[CH:2]=[CH2:3].[C:14]([OH:18])(=[O:17])[CH:15]=[CH2:16]>C(OCC)(=O)C.CCCCCCC.CO>[C:1]([O-:5])(=[O:4])[CH:2]=[CH2:3].[C:14]([OH:18])(=[O:17])[CH:15]=[CH2:16] |f:0.1,2.3,5.6|. Product: C(C=C)(=O)[O-].C(C=C)(=O)O (Acrylate Acrylic Acid). Reactants: C(C)(C)(C)OC(=O)N(C(C1=C(C=CC(=C1)N1S(CCC1)(=O)=O)C(=O)N1CCN(CC1)C1=NC(=C(C=C1C)C)C)=O)C(=O)OC(C)(C)C (N,N-di-tert-butyloxycarbonyl-5-(1,1-dioxo-1λ6-isothiazolidin-2-yl)-2-[4-(3,5,6-trimethylpyridin-2-yl)piperazine-1-carbonyl]benzamide), N1CCCC1 (pyrrolidine). Yields the product O=S1(N(CCC1)C1=CC(=C(C=C1)C(=O)N1CCN(CC1)C1=NC(=C(C=C1C)C)C)C(=O)N1CCCC1)=O ([4-(1,1-dioxo-1λ6-isothiazolidin-2-yl)-2-(pyrrolidine-1-carbonyl)phenyl][4-(3,5,6-trimethylpyridin-2-yl)piperazin-1-yl]methanone). Reaction SMILES: C(O[C:6]([N:8](C(OC(C)(C)C)=O)[C:9](=[O:40])[C:10]1[CH:15]=[C:14]([N:16]2[CH2:20][CH2:19][CH2:18][S:17]2(=[O:22])=[O:21])[CH:13]=[CH:12][C:11]=1[C:23]([N:25]1[CH2:30][CH2:29][N:28]([C:31]2[C:36]([CH3:37])=[CH:35][C:34]([CH3:38])=[C:33]([CH3:39])[N:32]=2)[CH2:27][CH2:26]1)=[O:24])=O)(C)(C)C.N1C[CH2:51][CH2:50][CH2:49]1>>[O:21]=[S:17]1(=[O:22])[CH2:18][CH2:19][CH2:20][N:16]1[C:14]1[CH:13]=[CH:12][C:11]([C:23]([N:25]2[CH2:30][CH2:29][N:28]([C:31]3[C:36]([CH3:37])=[CH:35][C:34]([CH3:38])=[C:33]([CH3:39])[N:32]=3)[CH2:27][CH2:26]2)=[O:24])=[C:10]([C:9]([N:8]2[CH2:6][CH2:51][CH2:50][CH2:49]2)=[O:40])[CH:15]=1. Procedure: Using N,N-di-tert-butyloxycarbonyl-5-(1,1-dioxo-1λ6-isothiazolidin-2-yl)-2-[4-(3,5,6-trimethylpyridin-2-yl)piperazine-1-carbonyl]benzamide (202 mg) described in Example 768 and pyrrolidine (30 μL) and by the reaction and treatment in the same manner as in Example 770, the title compound (127 mg) was obtained.